This data is from the Open Reaction Database (ORD), a public repository of structured organic reaction records. The task is: describe an organic reaction: reactants, conditions, products, and yield Starting materials: C(=O)(C(F)(F)F)O (TFA), CO\N=C(/C(=O)NC1[C@@H]2N(C(=C(CS2)CI)C(=O)OC(C2=CC=CC=C2)C2=CC=CC=C2)C1=O)\C=1N=C(SC1)NC(C1=CC=CC=C1)(C1=CC=CC=C1)C1=CC=CC=C1 (diphenylmethyl 7-[(Z)-2-methoxyimino-2-(2-tritylaminothiazol-4-yl)acetamido]-3-iodomethyl-3-cephem-4-carboxylate), C(C)(C)(C)OC(=O)NCC(=O)NC=1SC2=C(C=NC=C2)N1 (2-(N-t-butoxycarbonylglycylamino)thiazolo[4,5-c]pyridine). The reagents and catalysts are C1(=CC=CC=C1)OC (anisole). Run in CCOCC (ether), CS(=O)C (DMSO). Conditions: time 2 hour. Product: NC=1SC=C(N1)/C(/C(=O)NC1[C@@H]2N(C(=C(CS2)C[N+]2=CC3=C(C=C2)SC(=N3)NC(CN)=O)C(=O)[O-])C1=O)=N/OC (7-[(Z)-2-(2-Aminothiazol-4-yl)-2-methoxyiminoacetamido]-3-(2-glycylamino-5-thiazolo[4,5-c]pyridinio)methyl-3-cephem-4-carboxylate). The yield is 96.0%. RXN SMILES: [CH3:1][O:2]/[N:3]=[C:4](/[C:35]1[N:36]=[C:37]([NH:40]C(C2C=CC=CC=2)(C2C=CC=CC=2)C2C=CC=CC=2)[S:38][CH:39]=1)\[C:5]([NH:7][CH:8]1[C:33](=[O:34])[N:10]2[C:11]([C:17]([O:19]C(C3C=CC=CC=3)C3C=CC=CC=3)=[O:18])=[C:12]([CH2:15]I)[CH2:13][S:14][C@H:9]12)=[O:6].C(OC([NH:67][CH2:68][C:69]([NH:71][C:72]1[S:73][C:74]2[CH:79]=[CH:78][N:77]=[CH:76][C:75]=2[N:80]=1)=[O:70])=O)(C)(C)C.C(O)(C(F)(F)F)=O>CS(C)=O.CCOCC.C1(OC)C=CC=CC=1>[NH2:40][C:37]1[S:38][CH:39]=[C:35](/[C:4](=[N:3]/[O:2][CH3:1])/[C:5]([NH:7][CH:8]2[C:33](=[O:34])[N:10]3[C:11]([C:17]([O-:19])=[O:18])=[C:12]([CH2:15][N+:77]4[CH:78]=[CH:79][C:74]5[S:73][C:72]([NH:71][C:69](=[O:70])[CH2:68][NH2:67])=[N:80][C:75]=5[CH:76]=4)[CH2:13][S:14][C@H:9]23)=[O:6])[N:36]=1. Procedure: A mixture of diphenylmethyl 7-[(Z)-2-methoxyimino-2-(2-tritylaminothiazol-4-yl)acetamido]-3-iodomethyl-3-cephem-4-carboxylate [VIIa] (237 mg, 0.29 mmole) and 2-(N-t-butoxycarbonylglycylamino)thiazolo[4,5-c]pyridine (95 mg, 0.31 mmole) in 2 ml of dry DMSO was allowed to stand at room temperature for 2 hours and then diluted with ether to give the crude quaternary salt, which was treated with 90% TFA and 2 drops of anisole at room temperature for 30 minutes. The mixture was evaporated and triturat... Starting materials: ClC1=NC=CC2=C1C(=CN2)I (4-chloro-3-iodo-1H-pyrrolo[3,2-c]pyridine), [H-].[Na+] (sodium hydride), [H-].[Na+] (sodium hydride), C[Si](CCOCCl)(C)C (2-(trimethylsilyl)ethoxymethyl chloride), C[Si](CCOCCl)(C)C (2-(trimethylsilyl)ethoxymethyl chloride). Run in [Cl-].[Na+] (sodium chloride), CN(C=O)C (N,N-dimethylformamide), O1CCCC1 (tetrahydrofuran). Conditions: time 5 minute. Yields the product ClC1=NC=CC2=C1C(=CN2COCC[Si](C)(C)C)I (4-chloro-3-iodo-1-{[2-(trimethylsilyl)ethoxy]methyl}-1H-pyrrolo[3,2-c]pyridine). As a reaction SMILES: [Cl:1][C:2]1[C:7]2[C:8]([I:11])=[CH:9][NH:10][C:6]=2[CH:5]=[CH:4][N:3]=1.[H-].[Na+].[CH3:14][Si:15]([CH3:22])([CH3:21])[CH2:16][CH2:17][O:18][CH2:19]Cl>CN(C)C=O.O1CCCC1.[Cl-].[Na+]>[Cl:1][C:2]1[C:7]2[C:8]([I:11])=[CH:9][N:10]([CH2:19][O:18][CH2:17][CH2:16][Si:15]([CH3:22])([CH3:21])[CH3:14])[C:6]=2[CH:5]=[CH:4][N:3]=1 |f:1.2,6.7|. Reported procedure: To a 0° C. solution of C6 (900 mg, 3.2 mmol) in N,N-dimethylformamide (3 mL) and tetrahydrofuran (70 mL) was added sodium hydride (60% in mineral oil, 168 mg, 4.2 mmol). After 5 minutes, 2-(trimethylsilyl)ethoxymethyl chloride (592 mg, 3.55 mmol) was added to the cold mixture. The reaction mixture was stirred at room temperature for 3 hours, then cooled to 0° C. and treated with additional sodium hydride (56 mg, 1.4 mmol) and 2-(trimethylsilyl)ethoxymethyl chloride (197 mg, 1.18 mmol). After sti... Starting materials: OCC1=C(C(=CC(=C1)C)OC)S (2-Hydroxymethyl-6-methoxy-4-methylthiophenol), [H-].[Na+] (sodium hydride), C(CCC)[Sn](CCCC)(CCCC)Cl (tributyltin chloride), [H][H] (hydrogen). Run in O1CCCC1 (tetrahydrofuran), O (water). The product is C(CCC)[Sn](OCC1=C(C(=CC(=C1)C)OC)S[Sn](CCCC)(CCCC)CCCC)(CCCC)CCCC (2-Tributylstannyloxymethyl-6-methoxy-4-methyl-S-tributylstannylthiophenol). As a reaction SMILES: [OH:1][CH2:2][C:3]1[CH:8]=[C:7]([CH3:9])[CH:6]=[C:5]([O:10][CH3:11])[C:4]=1[SH:12].[H-].[Na+].[CH2:15]([Sn:19](Cl)([CH2:24][CH2:25][CH2:26][CH3:27])[CH2:20][CH2:21][CH2:22][CH3:23])[CH2:16][CH2:17][CH3:18].[H][H]>O1CCCC1.O>[CH2:15]([Sn:19]([CH2:24][CH2:25][CH2:26][CH3:27])([CH2:20][CH2:21][CH2:22][CH3:23])[O:1][CH2:2][C:3]1[CH:8]=[C:7]([CH3:9])[CH:6]=[C:5]([O:10][CH3:11])[C:4]=1[S:12][Sn:19]([CH2:20][CH2:21][CH2:22][CH3:23])([CH2:24][CH2:25][CH2:26][CH3:27])[CH2:15][CH2:16][CH2:17][CH3:18])[CH2:16][CH2:17][CH3:18] |f:1.2|. Procedure: 10 g (54.3 mmol) of the compound from Example 15 are stirred at 0° to 25° C. with 4 g (163 mmol) of sodium hydride and 31 ml (114 mmol) of tributyltin chloride in 300 ml of tetrahydrofuran until evolution of hydrogen is complete and the mixture is then heated under reflux overnight. It is cautiously hydrolysed with water and washed with ether, and the combined organic phases are dried using sodium sulphate and concentrated in vacuo. Starting materials: CCN=C=NCCCN(C)C, CC#N, Cl, O=C(O)c1ccc(F)c2ccccc12, NC(Cc1cccc(OC(F)(F)C(F)F)c1)C(O)c1ccc(Oc2ccccc2)cc1, O, O, On1nnc2ccccc21. Yields the product O=C(NC(Cc1cccc(OC(F)(F)C(F)F)c1)C(O)c1ccc(Oc2ccccc2)cc1)c1ccc(F)c2ccccc12. Reaction SMILES: [CH2:47]([N:48]=[C:49]=[N:50][CH2:51][CH2:52][CH2:53][N:54]([CH3:55])[CH3:56])[CH3:57].[CH3:69][C:70]#[N:71].[ClH:46].[F:32][c:33]1[cH:34][cH:35][c:36]([C:43](=[O:44])[OH:45])[c:37]2[cH:38][cH:39][cH:40][cH:41][c:42]12.[NH2:1][CH:2]([CH:3]([OH:4])[c:5]1[cH:6][cH:7][c:8]([O:11][c:12]2[cH:13][cH:14][cH:15][cH:16][cH:17]2)[cH:9][cH:10]1)[CH2:18][c:19]1[cH:20][c:21]([O:25][C:26]([CH:27]([F:28])[F:29])([F:30])[F:31])[cH:22][cH:23][cH:24]1.[OH2:58].[OH2:72].[OH:59][n:60]1[c:61]2[cH:62][cH:63][cH:64][cH:65][c:66]2[n:67][n:68]1>>[NH:1]([CH:2]([CH:3]([OH:4])[c:5]1[cH:6][cH:7][c:8]([O:11][c:12]2[cH:13][cH:14][cH:15][cH:16][cH:17]2)[cH:9][cH:10]1)[CH2:18][c:19]1[cH:20][c:21]([O:25][C:26]([CH:27]([F:28])[F:29])([F:30])[F:31])[cH:22][cH:23][cH:24]1)[C:43]([c:36]1[cH:35][cH:34][c:33]([F:32])[c:42]2[c:37]1[cH:38][cH:39][cH:40][cH:41]2)=[O:44].